This data is from the Open Reaction Database (ORD), a public repository of structured organic reaction records. The task is: describe an organic reaction: reactants, conditions, products, and yield Reactants: N(=[N+]=[N-])C(C(=O)OCC)=CC=1C=2N(C=CC1)C=C(N2)C2=CC(=CC=C2)OC (Ethyl α-azido-β-(2-(3-methoxyphenyl)imidazo[1,2-a]pyridin-8-yl)propenoate), ( 15 ), ( 17 ), [K+].[Br-] (KBr), ( 100 ). Product: COC=1C=C(C=CC1)C1=NC=2N(C=CC=3C2C=C(N3)C(=O)OCC)C1 (Ethyl 2-(3-methoxyphenyl)imidazo[1,2-a]pyrrolo[3,2-c]pyridine-8-carboxylate). Reaction SMILES: [N:1]([C:4](=[CH:10][C:11]1[C:12]2[N:13]([CH:17]=[C:18]([C:20]3[CH:25]=[CH:24][CH:23]=[C:22]([O:26][CH3:27])[CH:21]=3)[N:19]=2)[CH:14]=[CH:15][CH:16]=1)[C:5]([O:7][CH2:8][CH3:9])=[O:6])=[N+]=[N-].[K+].[Br-]>>[CH3:27][O:26][C:22]1[CH:21]=[C:20]([C:18]2[CH2:17][N:13]3[CH:14]=[CH:15][C:16]4[C:11]([CH:10]=[C:4]([C:5]([O:7][CH2:8][CH3:9])=[O:6])[N:1]=4)=[C:12]3[N:19]=2)[CH:25]=[CH:24][CH:23]=1 |f:1.2|. Reported procedure: From 6d (yield: 50%); mp 198-200° C.; IR (KBr) 3297, 1670, 1261 cm−1; 1H NMR (400 MHz, DMSO-d6) δ 1.41 (t, 3H, J=7 Hz), 3.90 (s, 3H), 4.41 (q, 2H, J=7 Hz), 6.88 (m, 2H), 7.34 (t, 1H, J=8 Hz), 7.52 (d, 2H, J=8 Hz), 7.58 (s, 1H), 7.74 (s, 1H), 7.76 (s, 1H), 7.88 (d, 1H, J=7 Hz), 9.93 (brs, 1H); 13C NMR (100 MHz, DMSO-d6) δ 14.3, 54.9, 60.5, 101.8, 106.8, 110.0, 110.4, 112.9, 113.2, 117.6, 124.3, 125.9, 129.7, 133.2, 135.6, 141.0, 141.9, 159.6, 160.6; MS m/z 335 (M+, 69), 289 (100), 132 (15), 102 (... Conditions: temperature 70 celsius, time 1 hour. Reactants: ethyl hydroxyl benzoate, [OH-].[K+] (potassium hydroxide), CN(C=O)C (dimethyl formamide), O (Water), C1(=CC=CC=C1)C (toluene), S(=O)(=O)(C1=CC=C(C)C=C1)OCC1(COC1)CC (3-[(tosyloxy)methyl]-3-ethyloxetane). Procedure details: A mixture of ethyl hydroxyl benzoate (50 g), potassium hydroxide (21 g), and dimethyl formamide (400 mL) was stirred at 70° C. for one hour. After lowering the temperature to 45° C., 3-[(tosyloxy)methyl]-3-ethyloxetane (100 g) was dropped to the reaction mixture. It was stirred for 3 hours while being kept at 45° C. Water and toluene were added and separated, and the toluene layer was washed with 3% hydrochloric acid, an aqueous saturated solution of sodium hydrogen carbonate and water. Sodium h... As a reaction SMILES: [OH-:1].[K+].CN(C)[CH:5]=[O:6].S([O:18][CH2:19][C:20]1([CH2:24][CH3:25])[CH2:23][O:22][CH2:21]1)(C1C=CC(C)=CC=1)(=O)=O.O.[C:27]1(C)[CH:32]=[CH:31][CH:30]=[CH:29][CH:28]=1>>[CH2:24]([C:20]1([CH2:19][O:18][C:27]2[CH:32]=[CH:31][C:30]([C:5]([OH:6])=[O:1])=[CH:29][CH:28]=2)[CH2:21][O:22][CH2:23]1)[CH3:25] |f:0.1|. Product: C(C)C1(COC1)COC1=CC=C(C(=O)O)C=C1 (4-(3-ethyloxetane-3-ylmethoxy)benzoic acid). Reactants: CC=1NC(=C(C(C1C(=O)OC)C1=CC(=CC=C1)[N+](=O)[O-])C(=O)OCCCCCCCCCCCN1C(C=2C(C1=O)=CC=CC2)=O)C (1,4-dihydro-2,6-dimethyl-3-methoxycarbonyl-4-(3-nitrophenyl)-5-(11-phthalimido-undecyloxy)carbonyl-pyridine), O.NN (hydrazine hydrate). Product: CC=1NC(=C(C(C1C(=O)OC)C1=CC(=CC=C1)[N+](=O)[O-])C(=O)OCCCCCCCCCCCN)C (1,4-Dihydro-2,6-dimethyl-3-methoxycarbonyl-4-(3-nitrophenyl)-5-(11-aminoundecyloxy)carbonyl-pyridine). Reaction SMILES: [CH3:1][C:2]1[NH:3][C:4]([CH3:46])=[C:5]([C:21]([O:23][CH2:24][CH2:25][CH2:26][CH2:27][CH2:28][CH2:29][CH2:30][CH2:31][CH2:32][CH2:33][CH2:34][N:35]2C(=O)C3=CC=CC=C3C2=O)=[O:22])[CH:6]([C:12]2[CH:17]=[CH:16][CH:15]=[C:14]([N+:18]([O-:20])=[O:19])[CH:13]=2)[C:7]=1[C:8]([O:10][CH3:11])=[O:9].O.NN>>[CH3:1][C:2]1[NH:3][C:4]([CH3:46])=[C:5]([C:21]([O:23][CH2:24][CH2:25][CH2:26][CH2:27][CH2:28][CH2:29][CH2:30][CH2:31][CH2:32][CH2:33][CH2:34][NH2:35])=[O:22])[CH:6]([C:12]2[CH:17]=[CH:16][CH:15]=[C:14]([N+:18]([O-:20])=[O:19])[CH:13]=2)[C:7]=1[C:8]([O:10][CH3:11])=[O:9] |f:1.2|. Procedure details: Prepared by a method analogous to that of Example 1(b) from 18.95 g (30 mmol) of 1,4-dihydro-2,6-dimethyl-3-methoxycarbonyl-4-(3-nitrophenyl)-5-(11-phthalimido-undecyloxy)carbonyl-pyridine and 4.5 ml (90 mmol) of hydrazine hydrate. 15.0 g of a yellow oil which is used for further reactions without purification. Starting materials: ClCC1=CSC=C1S(=O)(=O)NC (3-chloromethyl-N-methyl-4-thiophenesulfonamide), [C-]#N.[K+] (potassium cyanide), 2-N, Cl (hydrochloric acid), ice. Solvent: C(COCCOCCO)O (triethyleneglycol). Product: C(#N)CC1=CSC=C1S(=O)(=O)NC (3-cyanomethyl-N-methyl-4-thiophenesulfonamide). As a reaction SMILES: Cl[CH2:2][C:3]1[C:7]([S:8]([NH:11][CH3:12])(=[O:10])=[O:9])=[CH:6][S:5][CH:4]=1.[C-:13]#[N:14].[K+].Cl>C(O)COCCOCCO>[C:13]([CH2:2][C:3]1[C:7]([S:8]([NH:11][CH3:12])(=[O:10])=[O:9])=[CH:6][S:5][CH:4]=1)#[N:14] |f:1.2|. Reported procedure: 26.5 g (0.109 mol) of 3-chloromethyl-N-methyl-4-thiophenesulfonamide and 21.3 g (0.328 mol) of potassium cyanide are warmed to 80° C. for 20 minutes in 130 ml of triethyleneglycol. Thereafter, the mixture is poured into 200 ml of 2-N hydrochloric acid and 200 g of ice and extracted with three 250 ml portions of methylene chloride. The combined organic phases are dried over sodium sulfate, stirred with 3 g of active carbon, filtered and evaporated. There is obtained 3-cyanomethyl-N-methyl-4-thiop... The reactants are [BH4-], ClCCl, CN(C)C=O, COc1cc(-c2csc3c(-c4ccsc4C=O)cnc(N)c23)ccc1NC(=O)c1cc2ccccc2n1C, [Na+]. Product: COc1cc(-c2csc3c(-c4ccsc4CO)cnc(N)c23)ccc1NC(=O)c1cc2ccccc2n1C. RXN SMILES: [BH4-:1].[CH2:46]([Cl:47])[Cl:48].[CH3:41][N:42]([CH3:43])[CH:44]=[O:45].[NH2:3][c:4]1[n:5][cH:6][c:7](-[c:34]2[c:35]([CH:39]=[O:40])[s:36][cH:37][cH:38]2)[c:8]2[c:9]1[c:10](-[c:13]1[cH:14][c:15]([O:32][CH3:33])[c:16]([NH:19][C:20](=[O:21])[c:22]3[n:23]([CH3:31])[c:24]4[cH:25][cH:26][cH:27][cH:28][c:29]4[cH:30]3)[cH:17][cH:18]1)[cH:11][s:12]2.[Na+:2]>>[NH2:3][c:4]1[n:5][cH:6][c:7](-[c:34]2[c:35]([CH2:39][OH:40])[s:36][cH:37][cH:38]2)[c:8]2[c:9]1[c:10](-[c:13]1[cH:14][c:15]([O:32][CH3:33])[c:16]([NH:19][C:20](=[O:21])[c:22]3[n:23]([CH3:31])[c:24]4[cH:25][cH:26][cH:27][cH:28][c:29]4[cH:30]3)[cH:17][cH:18]1)[cH:11][s:12]2. Starting materials: CCOC(=O)CCCCCBr, CCO, [Na+], [Na+], O, O=S([O-])[O-]. Yields the product CCOC(=O)CCCCCS(=O)(=O)[O-], [Na+]. RXN SMILES: [Br:1][CH2:2][CH2:3][CH2:4][CH2:5][CH2:6][C:7](=[O:8])[O:9][CH2:10][CH3:11].[CH3:18][CH2:19][OH:20].[Na+:16].[Na+:17].[OH2:21].[S:12](=[O:13])([O-:14])[O-:15]>>[CH2:2]([CH2:3][CH2:4][CH2:5][CH2:6][C:7](=[O:8])[O:9][CH2:10][CH3:11])[S:12](=[O:13])(=[O:14])[O-:15].[Na+:16].